From a dataset of the Open Reaction Database (ORD), a public repository of structured organic reaction records. describe an organic reaction: reactants, conditions, products, and yield Starting materials: N1=C(C=CC=C1)NN=CC(C)=O (2-oxopropanal pyridin-2-ylhydrazone), C(=O)C=O (glyoxal). The solvent is O (water), CO (methanol), CCOC(=O)C (EtOAc). Product: OC=1C(=NN(C1)C1=NC=CC=C1)C(C)=O (1-(4-hydroxy-1-pyridin-2-yl-1H-pyrazol-3-yl)ethanone). Yield: 2.6%. RXN SMILES: [N:1]1[CH:6]=[CH:5][CH:4]=[CH:3][C:2]=1[NH:7][N:8]=[CH:9][C:10](=[O:12])[CH3:11].[CH:13]([CH:15]=O)=[O:14]>O.CO.CCOC(C)=O>[OH:12][C:10]1[C:9]([C:13](=[O:14])[CH3:15])=[N:8][N:7]([C:2]2[CH:3]=[CH:4][CH:5]=[CH:6][N:1]=2)[CH:11]=1. Reported procedure: A solution of 2-oxopropanal pyridin-2-ylhydrazone (6.12 g, 37.5 mmol) and glyoxal (16.3 g, 12.9 mL, 113 mmol) in water (50 mL) and methanol (10 mL) was heated at reflux overnight. The mixture was cooled to room temperature, diluted with EtOAc and sequentially washed with saturated aqueous NaHCO3, saturated aqueous NaCl, dried over Na2SO4, filtered and concentrated. The crude material was passed over a plug of silica gel, eluting with heptane/EtOAc (1:2, 300 mL) to afford 1-(4-hydroxy-1-pyridin-2...